This data is from the Open Reaction Database (ORD), a public repository of structured organic reaction records. The task is: describe an organic reaction: reactants, conditions, products, and yield Reactants: CN(C)CCCNCc1ccc(C(=O)Nc2ccccc2NC(=O)OC(C)(C)C)cc1, O=C(Nc1cccc(OCc2ccccc2)c1)Oc1ccccc1, CS(C)=O, O. Yields the product CN(C)CCCN(Cc1ccc(C(=O)Nc2ccccc2NC(=O)OC(C)(C)C)cc1)C(=O)Nc1cccc(OCc2ccccc2)c1. Reaction SMILES: [C:25]([CH3:26])([CH3:27])([CH3:28])[O:29][C:30](=[O:31])[NH:32][c:33]1[c:34]([NH:39][C:40]([c:41]2[cH:42][cH:43][c:44]([CH2:47][NH:48][CH2:49][CH2:50][CH2:51][N:52]([CH3:53])[CH3:54])[cH:45][cH:46]2)=[O:55])[cH:35][cH:36][cH:37][cH:38]1.[CH2:1]([c:2]1[cH:3][cH:4][cH:5][cH:6][cH:7]1)[O:8][c:9]1[cH:10][c:11]([NH:15][C:16]([O:18][c:17]2[cH:19][cH:20][cH:21][cH:22][cH:23]2)=[O:24])[cH:12][cH:13][cH:14]1.[CH3:57][S:58]([CH3:59])=[O:60].[OH2:56]>>[CH2:1]([c:2]1[cH:3][cH:4][cH:5][cH:6][cH:7]1)[O:8][c:9]1[cH:10][c:11]([NH:15][C:16](=[O:18])[N:48]([CH2:47][c:44]2[cH:43][cH:42][c:41]([C:40]([NH:39][c:34]3[c:33]([NH:32][C:30]([O:29][C:25]([CH3:26])([CH3:27])[CH3:28])=[O:31])[cH:38][cH:37][cH:36][cH:35]3)=[O:55])[cH:46][cH:45]2)[CH2:49][CH2:50][CH2:51][N:52]([CH3:53])[CH3:54])[cH:12][cH:13][cH:14]1. Starting materials: NC1=CC=C(C=C1)C1=C(NC2=CN=CC=C21)C(=O)N (3-(4-aminophenyl)-1H-pyrrolo[2,3-c]pyridine-2-carboxamide), COC=1C=C(C=C(C1)OC)N=C=O (3,5-dimethoxyphenyl isocyanate). Product: solid, COC=1C=C(C=C(C1)OC)NC(NC1=CC=C(C=C1)C1=C(NC2=CN=CC=C21)C(=O)N)=O (3-{4-[3-(3,5-dimethoxyphenyl)ureido]phenyl}-1H-pyrrolo[2,3-c]pyridine-2-carboxamide). As a reaction SMILES: [NH2:1][C:2]1[CH:7]=[CH:6][C:5]([C:8]2[C:16]3[C:11](=[CH:12][N:13]=[CH:14][CH:15]=3)[NH:10][C:9]=2[C:17]([NH2:19])=[O:18])=[CH:4][CH:3]=1.[CH3:20][O:21][C:22]1[CH:23]=[C:24]([N:30]=[C:31]=[O:32])[CH:25]=[C:26]([O:28][CH3:29])[CH:27]=1>>[CH3:29][O:28][C:26]1[CH:25]=[C:24]([NH:30][C:31](=[O:32])[NH:1][C:2]2[CH:3]=[CH:4][C:5]([C:8]3[C:16]4[C:11](=[CH:12][N:13]=[CH:14][CH:15]=4)[NH:10][C:9]=3[C:17]([NH2:19])=[O:18])=[CH:6][CH:7]=2)[CH:23]=[C:22]([O:21][CH3:20])[CH:27]=1. Procedure details: 87 mg of solid yellow 3-{4-[3-(3,5-dimethoxyphenyl)ureido]phenyl}-1H-pyrrolo[2,3-c]pyridine-2-carboxamide are prepared as described in Example 1 starting with 3-(4-aminophenyl)-1H-pyrrolo[2,3-c]pyridine-2-carboxamide and 3,5-dimethoxyphenyl isocyanate. The reactants are C(CO)(=O)O (glycolic acid), NCP(O)(O)=O (aminomethylphosphonic acid), C(C(C)C)(=O)O (isobutyric acid), flavin mononucleotide, C(CO)(=O)[O-] (glycolate). The solvent is solution. Conditions: temperature 5 celsius, time 19 hour. The product is C(C=O)(=O)O (glyoxylic acid), C(C(=O)O)(=O)O (oxalic acid). Reaction SMILES: [C:1]([OH:5])(=[O:4])[CH2:2][OH:3].NCP(=O)(O)O.C(O)(=[O:16])C(C)C.[C:18]([O-:22])(=[O:21])[CH2:19][OH:20]>>[C:1]([OH:5])(=[O:4])[CH:2]=[O:3].[C:19]([OH:16])(=[O:20])[C:18]([OH:22])=[O:21]. Reported procedure: A 300-mL EZE-Seal stirred autoclave reactor equipped with Dispersimax Impeller (Autoclave Engineers) was charged with 100 mL of a solution containing glycolic acid (0.50M), aminomethylphosphonic acid (0.375M), isobutyric acid (0.100M, HPLC internal standard), and flavin mononucleotide (0.01 mM) at pH 8.3, and the solution cooled to 5° C. To the reactor was then added 30 g of E. coli transformant (25.2 IU glycolate oxidase and 39,900 IU catalase), and the mixture stirred at 1000 rpm, which bubble... Starting materials: BrC1C2CNC=3C=CC=CC3C21 (bromo-1a,2,3,7b-tetrahydro-1H-cyclopropa[c]quinoline), BrC=1C=2C3C(C(NC2C=CC1)=O)C3 (7-bromo-3,7b-dihydro-1H-cyclopropa[c]quinolin-2(1aH)-one), BrC1=CC=CC2=C1OCC(N2)=O (8-bromo-2H-benzo[b][1,4]oxazin-3(4H)-one). Yields the product BrC1=CC=CC2=C1OCCN2 (8-Bromo-3,4-dihydro-2H-benzo[b][1,4]oxazine). As a reaction SMILES: BrC1C2C1CNC1C=CC=CC=12.BrC1C2C3CC3C(=O)NC=2C=CC=1.[Br:26][C:27]1[C:32]2[O:33][CH2:34][C:35](=O)[NH:36][C:31]=2[CH:30]=[CH:29][CH:28]=1>>[Br:26][C:27]1[C:32]2[O:33][CH2:34][CH2:35][NH:36][C:31]=2[CH:30]=[CH:29][CH:28]=1. Reported procedure: The title compound was prepared using a procedure analogous to bromo-1a,2,3,7b-tetrahydro-1H-cyclopropa[c]quinoline except that 7-bromo-3,7b-dihydro-1H-cyclopropa[c]quinolin-2(1aH)-one was replaced with 8-bromo-2H-benzo[b][1,4]oxazin-3(4H)-one. LCMS, [M+H]+=214.0. 1H NMR (400 MHz, CDCl3) δ 6.90 (dd, J=7.9, 1.5 Hz, 1H), 6.63 (t, J=7.9 Hz, 1H), 6.53 (dd, J=7.9, 1.5 Hz, 1H), 4.33-4.39 (m, 2H), 3.42-3.48 (m, 2H). Starting materials: Cl (hydrochloric acid), C([O-])([O-])=O.[K+].[K+] (Potassium carbonate), C(C)N=C=O (ethyl isocyanate), ClC=1C(=NC=C(C1)C(F)(F)F)OC1=NNC(=C1)C(F)(F)F (3-(3-chloro-5-trifluoromethylpyridin-2-yloxy)-5-trifluoromethylpyrazole). Run in C(C)(=O)OCC (ethyl acetate). Reaction conditions: time 3 hour. Product: C(C)NC(=O)N1N=C(C=C1C(F)(F)F)OC1=NC=C(C=C1Cl)C(F)(F)F (N-ethyl-3-(3-chloro-5-trifluoromethylpyridin-2-yloxy)-5-trifluoromethylpyrazole-1-carboxamide). Isolated yield 41.2%. RXN SMILES: C(=O)([O-])[O-].[K+].[K+].[CH2:7]([N:9]=[C:10]=[O:11])[CH3:8].[Cl:12][C:13]1[C:14]([O:23][C:24]2[CH:28]=[C:27]([C:29]([F:32])([F:31])[F:30])[NH:26][N:25]=2)=[N:15][CH:16]=[C:17]([C:19]([F:22])([F:21])[F:20])[CH:18]=1.Cl>C(OCC)(=O)C>[CH2:7]([NH:9][C:10]([N:26]1[C:27]([C:29]([F:32])([F:31])[F:30])=[CH:28][C:24]([O:23][C:14]2[C:13]([Cl:12])=[CH:18][C:17]([C:19]([F:22])([F:21])[F:20])=[CH:16][N:15]=2)=[N:25]1)=[O:11])[CH3:8] |f:0.1.2|. Procedure: Potassium carbonate (0.69 g, 5.0 mmol) and ethyl isocyanate (0.28 g, 5.0 mmol) were added to a solution of 3-(3-chloro-5-trifluoromethylpyridin-2-yloxy)-5-trifluoromethylpyrazole (1.66 g, 5.0 mmol) in ethyl acetate (20 ml), and the mixture was stirred at room temperature for 3 hours. After completion of the reaction, the reaction mixture was poured into 2N hydrochloric acid and extracted with ethyl acetate (20 ml×3). An organic layer was washed with water, dried over anhydrous magnesium sulfate ... Starting materials: Cl.Cl.N12C[C@H](C(CC1)CC2)N ((S)-1-azabicyclo[2.2.2]oct-3-ylamine dihydrochloride), [N+](=O)([O-])C1=C(C=CC=C1)/C=C/C(=O)O (E-3-(2-nitrophenyl)propenoic acid). Product: N12C[C@H](C(CC1)CC2)NC(\C=C\C2=C(C=CC=C2)[N+](=O)[O-])=O ((S)-N-(1-Azabicyclo[2.2.2]oct-3-yl)[E-3-(2-nitrophenyl)propenamide]). Reaction SMILES: Cl.Cl.[N:3]12[CH2:10][CH2:9][CH:6]([CH2:7][CH2:8]1)[C@H:5]([NH2:11])[CH2:4]2.[N+:12]([C:15]1[CH:20]=[CH:19][CH:18]=[CH:17][C:16]=1/[CH:21]=[CH:22]/[C:23](O)=[O:24])([O-:14])=[O:13]>>[N:3]12[CH2:10][CH2:9][CH:6]([CH2:7][CH2:8]1)[C@H:5]([NH:11][C:23](=[O:24])/[CH:22]=[CH:21]/[C:16]1[CH:17]=[CH:18][CH:19]=[CH:20][C:15]=1[N+:12]([O-:14])=[O:13])[CH2:4]2 |f:0.1.2|. Procedure: Prepared as a free base by a method analogous to that described in Example 1 from (S)-1-azabicyclo[2.2.2]oct-3-ylamine dihydrochloride and E-3-(2-nitrophenyl)propenoic acid as a solid; MS (ES+) 302 (MH+). Starting materials: CO (methanol), N1=CC=CC=C1 (pyridine), P(Cl)(Cl)(Cl)(Cl)Cl (phosphorus pentachloride), C1(=CC=CC=C1)CC(=O)NC1[C@@H]2N(C(=C(CS2)C)C(=S)OC(C2=CC=CC=C2)C2=CC=CC=C2)C1=O (benzhydryl 7-phenylacetamido-3-methylthio-3-cephem-4-carboxylate). Solvent: C(Cl)Cl (methylene chloride). Yields the product Cl.NC1[C@@H]2N(C(=C(CS2)C)C(=S)OC(C2=CC=CC=C2)C2=CC=CC=C2)C1=O (benzhydryl 7-amino-3-methylthio-3-cephem-4-carboxylate hydrochloride). Isolated yield 64.0%. As a reaction SMILES: N1C=CC=CC=1.P(Cl)(Cl)(Cl)(Cl)[Cl:8].C1(CC([NH:22][CH:23]2[C:47](=[O:48])[N:25]3[C:26]([C:31]([O:33][CH:34]([C:41]4[CH:46]=[CH:45][CH:44]=[CH:43][CH:42]=4)[C:35]4[CH:40]=[CH:39][CH:38]=[CH:37][CH:36]=4)=[S:32])=[C:27]([CH3:30])[CH2:28][S:29][C@H:24]23)=O)C=CC=CC=1.CO>C(Cl)Cl>[ClH:8].[NH2:22][CH:23]1[C:47](=[O:48])[N:25]2[C:26]([C:31]([O:33][CH:34]([C:35]3[CH:40]=[CH:39][CH:38]=[CH:37][CH:36]=3)[C:41]3[CH:46]=[CH:45][CH:44]=[CH:43][CH:42]=3)=[S:32])=[C:27]([CH3:30])[CH2:28][S:29][C@H:24]12 |f:5.6|. Procedure details: To a suspension of pyridine phosphorus pentachloride complex prepared from pyridine (20 g) and phosphorus pentachloride (52.5 g) in methylene chloride (860 ml) was added benzhydryl 7-phenylacetamido-3-methylthio-3-cephem-4-carboxylate (67.0 g) under ice-cooling with stirring. The mixture was stirred at the same temperature for 30 minutes, and poured into methanol (650 ml) at -30° C. The mixed solution was stirred at -5° to -15° C. for 10 minutes and then evaporated under reduced pressure. To the...